This data is from the Open Reaction Database (ORD), a public repository of structured organic reaction records. The task is: describe an organic reaction: reactants, conditions, products, and yield Reactants: C(C)(C)OC1=CC=C(C=C1)/C=C/C=C/CO ((E,E)-5-(4-isopropoxyphenyl)-2,4-pentadien-1-ol). The reagents and catalysts are [O-2].[O-2].[Mn+4] (manganese dioxide). The product is C(C)(C)OC1=CC=C(C=C1)/C=C/C=C/C=O ((E,E)-5-(4-isopropoxyphenyl)-2,4-pentadien-1-al). RXN SMILES: [CH:1]([O:4][C:5]1[CH:10]=[CH:9][C:8](/[CH:11]=[CH:12]/[CH:13]=[CH:14]/[CH2:15][OH:16])=[CH:7][CH:6]=1)([CH3:3])[CH3:2]>[O-2].[O-2].[Mn+4]>[CH:1]([O:4][C:5]1[CH:6]=[CH:7][C:8](/[CH:11]=[CH:12]/[CH:13]=[CH:14]/[CH:15]=[O:16])=[CH:9][CH:10]=1)([CH3:3])[CH3:2] |f:1.2.3|. Reported procedure: In substantially the same manner as in Reference Example 14, (E,E)-5-(4-isopropoxyphenyl)-2,4-pentadien-1-ol was oxidized with manganese dioxide to give (E,E)-5-(4-isopropoxyphenyl)-2,4-pentadien-1-al as an oily substance. Reactants: ONC(=N)N1CCC(CC1)C1CC=2C(=CN=C(C2)C=2CCN(CC2)S(=O)(=O)C)O1 (N-hydroxy-4-[5-(1-methanesulfonyl-1,2,3,6-tetrahydro-pyridin-4-yl]-2,3-dihydro-furo[2,3-c]pyridin-2-yl)-piperidine-1-carboxamidine), C(CCC)(=O)Cl (butyryl chloride). Product: CS(=O)(=O)N1CCC(=CC1)C=1C=C2C(=CN1)OC(C2)C2CCN(CC2)C2=NOC(=N2)CCC (5-(1-Methanesulfonyl-1,2,3,6-tetrahydro-pyridin-4-yl)-2-[1-(5-propyl-[1,2,4]oxadiazol-3-yl)-piperidin-4-yl]-2,3-dihydro-furo[2,3-c]pyridine). RXN SMILES: [OH:1][NH:2][C:3]([N:5]1[CH2:10][CH2:9][CH:8]([CH:11]2[O:29][C:14]3=[CH:15][N:16]=[C:17]([C:19]4[CH2:20][CH2:21][N:22]([S:25]([CH3:28])(=[O:27])=[O:26])[CH2:23][CH:24]=4)[CH:18]=[C:13]3[CH2:12]2)[CH2:7][CH2:6]1)=[NH:4].[C:30](Cl)(=O)[CH2:31][CH2:32][CH3:33]>>[CH3:28][S:25]([N:22]1[CH2:21][CH:20]=[C:19]([C:17]2[CH:18]=[C:13]3[CH2:12][CH:11]([CH:8]4[CH2:9][CH2:10][N:5]([C:3]5[N:4]=[C:30]([CH2:31][CH2:32][CH3:33])[O:1][N:2]=5)[CH2:6][CH2:7]4)[O:29][C:14]3=[CH:15][N:16]=2)[CH2:24][CH2:23]1)(=[O:27])=[O:26]. Procedure: The title compound is prepared from N-hydroxy-4-[5-(1-methanesulfonyl-1,2,3,6-tetrahydro-pyridin-4-yl]-2,3-dihydro-furo[2,3-c]pyridin-2-yl)-piperidine-1-carboxamidine and butyryl chloride following a procedure analogous to that described in Example 8. LC (method 5): tR=1.10 min; Mass spectrum (ESI+): m/z=474 [M+H]+. The reactants are P(OC1=CC=CC=C1)(OC1=CC=CC=C1)OC1=CC=CC=C1 (Triphenyl phosphite), C(C)OC(CNC(=O)OC)=O (N-carbomethoxy glycine ethyl ester), C=O (paraformaldehyde), C(C)(=O)OC(C)=O (acetic anhydride). Solvent: C(C)(=O)O (acetic acid). Run at time 3 hour. Yields the product C(C)OC(CN(CP(=O)(OC1=CC=CC=C1)OC1=CC=CC=C1)C(=O)OC)=O (N-(carbomethoxy)-N-(diphenylphosphonomethyl) glycine ethyl ester). Yield: 70.5%. As a reaction SMILES: [CH2:1]([O:3][C:4](=[O:11])[CH2:5][NH:6][C:7]([O:9][CH3:10])=[O:8])[CH3:2].C=O.[C:14](OC(=O)C)(=O)C.[P:21]([O:36][C:37]1[CH:42]=[CH:41][CH:40]=[CH:39][CH:38]=1)([O:29][C:30]1[CH:35]=[CH:34][CH:33]=[CH:32][CH:31]=1)[O:22]C1C=CC=CC=1>C(O)(=O)C>[CH2:1]([O:3][C:4](=[O:11])[CH2:5][N:6]([C:7]([O:9][CH3:10])=[O:8])[CH2:14][P:21]([O:36][C:37]1[CH:42]=[CH:41][CH:40]=[CH:39][CH:38]=1)([O:29][C:30]1[CH:35]=[CH:34][CH:33]=[CH:32][CH:31]=1)=[O:22])[CH3:2]. Procedure: A mixture of N-carbomethoxy glycine ethyl ester (10.0 g, 0.06 mole), paraformaldehyde (2.0 g, 0.06 mole), acetic anhydride (96%, 4.0 g, 0.06 mole) and acetic acid (20 ml) was stirred for 3 hrs. at 60°-70° C. under nitrogen. Triphenyl phosphite (19.2 g, 0.03 mole) was slowly added then the reaction mixture was refluxed for 2 hrs. at 110°-200° C. The reaction was cooled and the solvent was evaporated under vacuum. The resulting oily material was dissolved in chloroform and washed with water. The p... Reactants: 1-(2-methylbutyl), C(CCC)N1CC(C(CC1)C1=CC=C(C=C1)N(C)C)CCl (1-butyl-3-chloromethyl-4-(4-dimethylaminophenyl) piperidine), [H-].[Na+] (NaH), C1OC2=C(O1)C=C(C=C2)O (sesamol), Cl.C(CCC)N1C[C@H]([C@@H](CC1)C1=CC=C(C=C1)N(C)C)COC1=CC(=CC=C1)C(F)(F)F ((+-)trans-1-butyl-4-(4-dimethylaminophenyl)-3-(3-trifluoromethylphenoxymethyl)piperidine, hydrochloride). The solvent is CN(C)C=O (DMF). Yields the product Cl.CN(C1=CC=C(C=C1)[C@H]1[C@@H](CN(CC1)CC(CC)C)COC1=CC2=C(C=C1)OCO2)C ((+-)trans-4-(4-dimethylaminophenyl)-3-(3,4-methylenedioxyphenoxymethyl)-1-(2-methylbutyl)piperidine, hydrochloride). As a reaction SMILES: [CH2:1]([N:5]1[CH2:10][CH2:9][CH:8]([C:11]2[CH:16]=[CH:15][C:14]([N:17]([CH3:19])[CH3:18])=[CH:13][CH:12]=2)[CH:7]([CH2:20][Cl:21])[CH2:6]1)[CH2:2][CH2:3][CH3:4].[H-].[Na+].[CH2:24]1[O:28][C:27]2[CH:29]=[C:30]([OH:33])[CH:31]=[CH:32][C:26]=2[O:25]1.Cl.[CH2:35](N1CC[C@@H](C2C=CC(N(C)C)=CC=2)[C@H](COC2C=CC=C(C(F)(F)F)C=2)C1)CCC>CN(C=O)C>[ClH:21].[CH3:18][N:17]([CH3:19])[C:14]1[CH:15]=[CH:16][C:11]([C@@H:8]2[CH2:9][CH2:10][N:5]([CH2:1][CH:2]([CH3:35])[CH2:3][CH3:4])[CH2:6][C@H:7]2[CH2:20][O:33][C:30]2[CH:31]=[CH:32][C:26]3[O:25][CH2:24][O:28][C:27]=3[CH:29]=2)=[CH:12][CH:13]=1 |f:1.2,4.5,7.8|. Procedure details: Was prepared from the crude 1-(2-methylbutyl)-analogue of (18) (3.8 g), NaH (0.81 g) and sesamol (2.13 g) in DMF (50 ml) as described for compound (17). The crude product was purified several times on a silica gel column using ethylacetate and heptane/ether 4/1 as eluents. Compound (19) was identified by 1H NMR and MS. M.p. 238.5°-239.5° C. Reactants: CC=1C(=NC=CC1OCC(F)(F)F)CSC1=NC2=C(N1)C=CC=C2 (2-[3-methyl-4-(2,2,2-trifluoroethoxy)-2-pyridyl]methylthio-1H-benzimidazole), ClC1=CC(=CC=C1)C(=O)OO (m-chloroperbenzoic acid). The solvent is C(Cl)(Cl)Cl (chloroform). Run at time 10 minute. The product is CC=1C(=CC=NC1C[S+](C=2NC=3C=CC=CC3N2)[O-])OCC(F)(F)F (lansoprazole). Yield: 60.0%. Reaction SMILES: [CH3:1][C:2]1[C:3]([CH2:14][S:15][C:16]2[NH:20][C:19]3[CH:21]=[CH:22][CH:23]=[CH:24][C:18]=3[N:17]=2)=[N:4][CH:5]=[CH:6][C:7]=1[O:8][CH2:9][C:10]([F:13])([F:12])[F:11].ClC1C=CC=C(C(OO)=[O:33])C=1>C(Cl)(Cl)Cl>[CH3:1][C:2]1[C:7]([O:8][CH2:9][C:10]([F:12])([F:11])[F:13])=[CH:6][CH:5]=[N:4][C:3]=1[CH2:14][S+:15]([O-:33])[C:16]1[NH:20][C:19]2[CH:21]=[CH:22][CH:23]=[CH:24][C:18]=2[N:17]=1. Reported procedure: 2.23 g of 2-[3-methyl-4-(2,2,2-trifluoroethoxy)-2-pyridyl]methylthio-1H-benzimidazole(6 mmol) prepared in Example 1 was dissolved in 20 ml of chloroform, 1.24 g of m-chloroperbenzoic acid(1.2 equivalent) dissolved in 20 ml of chloroformwas added thereto dropwise at below 5° C., and stirred at the same temperature for about 10 minutes. The reaction mixture was washed with aqueous NaHCO3 and dried over MgSO4. The residue obtained after removing the solvent under a reduced pressure was purified by ...